From a dataset of the Open Reaction Database (ORD), a public repository of structured organic reaction records. describe an organic reaction: reactants, conditions, products, and yield Reactants: C1(=CC=CC=C1)C1=CC=CC=C1 (biphenyl), ice, [Cl-].[Al+3].[Cl-].[Cl-] (aluminum chloride), CC(=CC(=O)O)C (β,β-dimethyl acrylic acid). The solvent is C(=S)=S (carbon disulfide), C(=S)=S (carbon disulfide). Conditions: time 2 hour. Product: CC(CC(=O)O)(C)C1=CC=C(C=C1)C1=CC=C(C=C1)C(CC(=O)O)(C)C (4,4'-Bis(1,1-dimethyl-2-carboxyethyl)biphenyl). As a reaction SMILES: [C:1]1([C:7]2[CH:12]=[CH:11][CH:10]=[CH:9][CH:8]=2)[CH:6]=[CH:5][CH:4]=[CH:3][CH:2]=1.[Cl-].[Al+3].[Cl-].[Cl-].[CH3:17][C:18]([CH3:23])=[CH:19][C:20]([OH:22])=[O:21]>C(=S)=S>[CH3:17][C:18]([C:4]1[CH:5]=[CH:6][C:1]([C:7]2[CH:8]=[CH:9][C:10]([C:18]([CH3:23])([CH3:17])[CH2:19][C:20]([OH:22])=[O:21])=[CH:11][CH:12]=2)=[CH:2][CH:3]=1)([CH3:23])[CH2:19][C:20]([OH:22])=[O:21] |f:1.2.3.4|. Procedure details: In a 1 liter flask equipped with a magnetic stirrer, a reflux condenser capped with a nitrogen bubbler, and an addition funnel was put 250 g of carbon disulfide, 23.1 g of biphenyl and 80 g of anhydrous aluminum chloride. To this stirred mixture, a solution of 30.0 g of β,β-dimethyl acrylic acid dissolved in 165 ml of carbon disulfide was added from the addition funnel in about 1/4 hour. The resulting mixture was stirred at room temperature for 2 hours and then heated to gentle reflux for 1 hour... Starting materials: N1=CC=CC=C1 (pyridine), C(CC)C1C(CCCC1=O)=O (2-propylcyclohexane-1,3-dione), COC=1C=C(C=CC1)CCCC(C=C)=O (6-m-methoxyphenylhex-1-en-3-one). Run in C1=CC=CC=C1 (benzene). The product is COC=1C=C(C=CC1)CCCC(CCC1(C(CCCC1=O)=O)CCC)=O (2-(6-m-methoxyphenyl-3-oxohexyl)-2-propylcyclohexane-1,3-dione). As a reaction SMILES: [CH2:1]([CH:4]1[C:9](=[O:10])[CH2:8][CH2:7][CH2:6][C:5]1=[O:11])[CH2:2][CH3:3].N1C=CC=CC=1.[CH3:18][O:19][C:20]1[CH:21]=[C:22]([CH2:26][CH2:27][CH2:28][C:29](=[O:32])[CH:30]=[CH2:31])[CH:23]=[CH:24][CH:25]=1>C1C=CC=CC=1>[CH3:18][O:19][C:20]1[CH:21]=[C:22]([CH2:26][CH2:27][CH2:28][C:29](=[O:32])[CH2:30][CH2:31][C:4]2([CH2:1][CH2:2][CH3:3])[C:5](=[O:11])[CH2:6][CH2:7][CH2:8][C:9]2=[O:10])[CH:23]=[CH:24][CH:25]=1. Reported procedure: Dissolve 2-propylcyclohexane-1,3-dione (36.3 g) in benzene (400 cc) containing pyridine (21.2 cc). Add 6-m-methoxyphenylhex-1-en-3-one (43.2 g) and reflux the solution over night. Cool the reaction mixture, wash with water, aqueous sodium carbonate, and 10% aqueous sulfuric acid, dry and remove the solvents under reduced pressure to obtain 2-(6-m-methoxyphenyl-3-oxohexyl)-2-propylcyclohexane-1,3-dione.